From a dataset of the Open Reaction Database (ORD), a public repository of structured organic reaction records. describe an organic reaction: reactants, conditions, products, and yield Reactants: C(=O)[O-].[NH4+] (ammonium formate), N(=NC(=O)OCC)C(=O)OCC (Diethyl azodicarboxylate), ice, C(C1=CC=CC=C1)N1C[C@H](CC1)O ((S)-(−)-1-benzyl-3-pyrrolidinol), FC1=CC=C(C=C1)O (4-fluorophenol), C1(=CC=CC=C1)P(C1=CC=CC=C1)C1=CC=CC=C1 (triphenyl phosphine). The reagents and catalysts are [Pd] (Pd/C). Solvent: O1CCCC1 (tetrahydrofuran). Conditions: time 18 hour. Product: N (ammonia), FC1=CC=C(O[C@H]2CNCC2)C=C1 ((3R)-3-(4-Fluorophenoxy)pyrrolidine). As a reaction SMILES: [N:1](C(OCC)=O)=NC(OCC)=O.C([N:20]1[CH2:24][CH2:23][C@H:22]([OH:25])[CH2:21]1)C1C=CC=CC=1.[F:26][C:27]1[CH:32]=[CH:31][C:30](O)=[CH:29][CH:28]=1.C1(P(C2C=CC=CC=2)C2C=CC=CC=2)C=CC=CC=1.C([O-])=O.[NH4+]>O1CCCC1.[Pd]>[NH3:1].[F:26][C:27]1[CH:32]=[CH:31][C:30]([O:25][C@@H:22]2[CH2:23][CH2:24][NH:20][CH2:21]2)=[CH:29][CH:28]=1 |f:4.5|. Procedure: Diethyl azodicarboxylate (60.5 mL, 384 mmol) was added to an ice-cooled mixture of (S)-(−)-1-benzyl-3-pyrrolidinol (56.72 g, 320 mmol), 4-fluorophenol (39.45 g, 352 mmol) and triphenyl phosphine (100.7 g, 384 mmol) in tetrahydrofuran (500 mL) and the mixture was stirred for 18 hours, allowing the temperature to rise to ambient. The reaction mixture was then concentrated in vacuo and the residue was taken up in pentane:dichloromethane, 90:10. The resulting precipitate was filtered off and the fil... Reactants: [H-].[Na+] (Sodium hydride), BrC=1C=CC2=C(N(C(=N2)C(Cl)(Cl)Cl)C2=NC(=NC=C2)N)C1 (4-[6-bromo-2-(trichloromethyl)-1H-1,3-benzodiazol-1-yl]pyrimidin-2-amine), O1CCC(CC1)O (oxan-4-ol). Run in CN(C=O)C (N,N-dimethylformamide). Run at time 8 hour. Product: BrC=1C=CC2=C(N(C(=N2)OC2CCOCC2)C2=NC(=NC=C2)N)C1 (4-[6-bromo-2-(oxan-4-yloxy)-1H-1,3-benzodiazol-1-yl]pyrimidin-2-amine). Isolated yield 35.4%. Reaction SMILES: [H-].[Na+].[Br:3][C:4]1[CH:5]=[CH:6][C:7]2[N:11]=[C:10](C(Cl)(Cl)Cl)[N:9]([C:16]3[CH:21]=[CH:20][N:19]=[C:18]([NH2:22])[N:17]=3)[C:8]=2[CH:23]=1.[O:24]1[CH2:29][CH2:28][CH:27]([OH:30])[CH2:26][CH2:25]1>CN(C)C=O>[Br:3][C:4]1[CH:5]=[CH:6][C:7]2[N:11]=[C:10]([O:30][CH:27]3[CH2:28][CH2:29][O:24][CH2:25][CH2:26]3)[N:9]([C:16]3[CH:21]=[CH:20][N:19]=[C:18]([NH2:22])[N:17]=3)[C:8]=2[CH:23]=1 |f:0.1|. Reported procedure: Sodium hydride (200 mg, 5.00 mmol, 60% dispersion in mineral oil) was added in several portions into a solution of 4-[6-bromo-2-(trichloromethyl)-1H-1,3-benzodiazol-1-yl]pyrimidin-2-amine (500 mg, 1.23 mmol) and oxan-4-ol (1.00 g, 9.79 mmol) in N,N-dimethylformamide (10 mL) under an atmosphere of nitrogen. The reaction mixture was stirred overnight at room temperature and then filtered through a frit filter. The filtrate was purified on a C18 column (acetonitrile/water, 5:95-80:20) to give 170 m... Reactants: FC1=CC=C(C=C1)C=1OC=C(N1)C(CN)(C)C (2-(2-(4-fluorophenyl)oxazol-4-yl)-2-methylpropan-1-amine), FC(C1=NC(=NO1)C=1C=C(C(=O)O)C=CC1)(F)F (3-(5-(trifluoromethyl)-1,2,4-oxadiazol-3-yl)benzoic acid). Product: FC1=CC=C(C=C1)C=1OC=C(N1)C(CNC(C1=CC(=CC=C1)C1=NOC(=N1)C(F)(F)F)=O)(C)C (N-(2-(2-(4-Fluorophenyl)oxazol-4-yl)-2-methylpropyl)-3-(5-(trifluoromethyl)-1,2,4-oxadiazol-3-yl)benzamide). Yield: 12.0%. As a reaction SMILES: [F:1][C:2]1[CH:7]=[CH:6][C:5]([C:8]2[O:9][CH:10]=[C:11]([C:13]([CH3:17])([CH3:16])[CH2:14][NH2:15])[N:12]=2)=[CH:4][CH:3]=1.[F:18][C:19]([F:35])([F:34])[C:20]1[O:24][N:23]=[C:22]([C:25]2[CH:26]=[C:27]([CH:31]=[CH:32][CH:33]=2)[C:28](O)=[O:29])[N:21]=1>>[F:1][C:2]1[CH:3]=[CH:4][C:5]([C:8]2[O:9][CH:10]=[C:11]([C:13]([CH3:17])([CH3:16])[CH2:14][NH:15][C:28](=[O:29])[C:27]3[CH:31]=[CH:32][CH:33]=[C:25]([C:22]4[N:21]=[C:20]([C:19]([F:35])([F:34])[F:18])[O:24][N:23]=4)[CH:26]=3)[N:12]=2)=[CH:6][CH:7]=1. Procedure details: This compound was synthesized from 2-(2-(4-fluorophenyl)oxazol-4-yl)-2-methylpropan-1-amine and 3-(5-(trifluoromethyl)-1,2,4-oxadiazol-3-yl)benzoic acid as described in example 8 step 6 (18 mg, yield 12%). 1H NMR (400 MHz, MeOD) δ 8.55 (s, 1H), 8.29 (d, J=7.8 Hz, 1H), 8.09-8.05 (m, 3H), 7.78 (s, 1H), 7.71-7.68 (t, J=7.8 Hz, 1H), 7.24-7.19 (m, 2H), 3.66 (s, 2H), 1.41 (s, 6H). MS (ESI) m/z: Calculated for C23H16F4N4O3: 474.13. found: 475.1 (M+H)+. Reactants: C(=O)(O)[C@H](O)[C@@H](O)C(=O)O.C(N)(=O)C(C1=CC=CC=C1)(C1=CC=CC=C1)[C@H]1CNCC1 (3-(S)-(+)-(1-Carbamoyl-1,1-diphenylmethyl)pyrrolidine L-(+)-tartrate), C(=O)(O)[C@H](O)[C@@H](O)C(=O)O.C(N)(=O)C(C1=CC=CC=C1)(C1=CC=CC=C1)[C@H]1CNCC1 (3-(S)-(+)-(1-carbamoyl-1,1-diphenylmethyl)pyrrolidine L-(+)-tartrate), [OH-].[Na+] (sodium hydroxide). Run in O (water). Product: C(N)(=O)C(C1=CC=CC=C1)(C1=CC=CC=C1)[C@H]1CNCC1 (3-(S)-(-)-(1-carbamoyl-1,1-diphenylmethyl)pyrrolidine). RXN SMILES: C([C@@H]([C@H](C(O)=O)O)O)(O)=O.[C:11]([C:14]([C@@H:27]1[CH2:31][CH2:30][NH:29][CH2:28]1)([C:21]1[CH:26]=[CH:25][CH:24]=[CH:23][CH:22]=1)[C:15]1[CH:20]=[CH:19][CH:18]=[CH:17][CH:16]=1)(=[O:13])[NH2:12].[OH-].[Na+]>O>[C:11]([C:14]([C@@H:27]1[CH2:31][CH2:30][NH:29][CH2:28]1)([C:21]1[CH:22]=[CH:23][CH:24]=[CH:25][CH:26]=1)[C:15]1[CH:20]=[CH:19][CH:18]=[CH:17][CH:16]=1)(=[O:13])[NH2:12] |f:0.1,2.3|. Procedure details: 3-(S)-(+)-(1-Carbamoyl-1,1-diphenylmethyl)pyrrolidine L-(+)-tartrate from part (A) (0.95 g) was dissolved in water (40 ml) and basified (pH 12) by the dropwise addition of 10% aqueous sodium hydroxide. The mixture was extracted with dichloromethane (2×50 ml), the extracts were combined, dried (Na2SO4), and concentrated in vacuo to give the title compound as a colourless foam, yield 0.64 g. Reactants: [C-]#N, CS(C)=O, [K+], Cc1ccc(S(=O)(=O)C2CCN(C(=O)OCc3ccccc3)C2)cc1. The product is N#CC1CCN(C(=O)OCc2ccccc2)C1. Reaction SMILES: [C-:26]#[N:27].[CH3:29][S:30]([CH3:31])=[O:32].[K+:28].[S:1]([c:2]1[cH:3][cH:4][c:5]([CH3:6])[cH:7][cH:8]1)(=[O:9])(=[O:10])[CH:11]1[CH2:12][N:13]([C:16](=[O:17])[O:18][CH2:19][c:20]2[cH:21][cH:22][cH:23][cH:24][cH:25]2)[CH2:14][CH2:15]1>>[CH:11]1([C:26]#[N:27])[CH2:12][N:13]([C:16](=[O:17])[O:18][CH2:19][c:20]2[cH:21][cH:22][cH:23][cH:24][cH:25]2)[CH2:14][CH2:15]1. Reactants: [Al+3], CC(=O)Cl, CC(=O)NCc1cccs1, [Cl-], [Cl-], [Cl-], CC(Cl)Cl, O. Product: CC(=O)NCc1ccc(C(C)=O)s1. Reaction SMILES: [Al+3:16].[C:11]([CH3:12])(=[O:13])[Cl:14].[C:1]([CH3:2])(=[O:3])[NH:4][CH2:5][c:6]1[s:7][cH:8][cH:9][cH:10]1.[Cl-:15].[Cl-:17].[Cl-:18].[Cl:20][CH:21]([Cl:22])[CH3:23].[OH2:19]>>[C:1]([CH3:2])(=[O:3])[NH:4][CH2:5][c:6]1[s:7][c:8]([C:11]([CH3:12])=[O:13])[cH:9][cH:10]1. The reactants are C1CCOC1, CCCCCC, [Li]CCCC, Cc1ccc(S(=O)(=O)Cl)cc1, c1ccc(N=C2NCCN2)cc1. Yields the product Cc1ccc(S(=O)(=O)N2CCNC2=Nc2ccccc2)cc1. RXN SMILES: [CH2:29]1[O:30][CH2:31][CH2:32][CH2:33]1.[CH3:34][CH2:35][CH2:36][CH2:37][CH2:38][CH3:39].[Li:13][CH2:14][CH2:15][CH2:16][CH3:17].[c:18]1([CH3:28])[cH:19][cH:20][c:21]([S:24](=[O:25])(=[O:26])[Cl:27])[cH:22][cH:23]1.[c:1]1([N:7]=[C:8]2[NH:9][CH2:10][CH2:11][NH:12]2)[cH:2][cH:3][cH:4][cH:5][cH:6]1>>[c:1]1([N:7]=[C:8]2[NH:9][CH2:10][CH2:11][N:12]2[S:24]([c:21]2[cH:20][cH:19][c:18]([CH3:28])[cH:23][cH:22]2)(=[O:25])=[O:26])[cH:2][cH:3][cH:4][cH:5][cH:6]1. Starting materials: COc1cc(F)c2c(c1)C1(COCC(N)=N1)c1cc(Br)ccc1O2, O=C([O-])[O-], OB(O)c1cccnc1F, [K+], [K+], C1COCCO1. Yields the product COc1cc(F)c2c(c1)C1(COCC(N)=N1)c1cc(-c3cccnc3F)ccc1O2. RXN SMILES: [Br:1][c:2]1[cH:3][cH:4][c:5]2[c:20]([cH:21]1)[C:13]1([c:12]3[c:7]([c:8]([F:24])[cH:9][c:10]([O:22][CH3:23])[cH:11]3)[O:6]2)[CH2:14][O:15][CH2:16][C:17]([NH2:19])=[N:18]1.[C:35](=[O:36])([O-:37])[O-:38].[F:25][c:26]1[n:27][cH:28][cH:29][cH:30][c:31]1[B:32]([OH:33])[OH:34].[K+:39].[K+:40].[O:41]1[CH2:42][CH2:43][O:44][CH2:45][CH2:46]1>>[c:2]1(-[c:31]2[c:26]([F:25])[n:27][cH:28][cH:29][cH:30]2)[cH:3][cH:4][c:5]2[c:20]([cH:21]1)[C:13]1([c:12]3[c:7]([c:8]([F:24])[cH:9][c:10]([O:22][CH3:23])[cH:11]3)[O:6]2)[CH2:14][O:15][CH2:16][C:17]([NH2:19])=[N:18]1.